Dataset: the Open Reaction Database (ORD), a public repository of structured organic reaction records. Task: describe an organic reaction: reactants, conditions, products, and yield Reactants: [N+](=O)([O-])C1=CC=CC=C1 (Nitrobenzene), CC(=O)C (acetone). Yields the product C(C)(=O)C1=C(C=C(C=C1)C1=CC=CC=C1)C1=CC=CC=C1 (4'-acetyl m-terphenyl). As a reaction SMILES: [N+]([C:4]1[CH:9]=[CH:8][CH:7]=[CH:6][CH:5]=1)([O-])=O.[CH3:10][C:11]([CH3:13])=[O:12]>>[C:11]([C:13]1[CH:8]=[CH:9][C:4]([C:4]2[CH:9]=[CH:8][CH:7]=[CH:6][CH:5]=2)=[CH:5][C:6]=1[C:4]1[CH:9]=[CH:8][CH:7]=[CH:6][CH:5]=1)(=[O:12])[CH3:10]. Reported procedure: Nitrobenzene is stripped with steam and the solid residue is dissolved into acetone. After filtration and the acetone evaporation, 400 g of crude product is obtained. As a reaction SMILES: [Al+3:2].[CH2:19]1[O:20][CH2:21][CH2:22][CH2:23]1.[F:7][c:8]1[cH:9][cH:10][c:11]2[c:12]([cH:18]1)[NH:13][C:14](=[O:17])[CH2:15][O:16]2.[H-:1].[H-:4].[H-:5].[H-:6].[Li+:3]>>[F:7][c:8]1[cH:9][cH:10][c:11]2[c:12]([cH:18]1)[NH:13][CH2:14][CH2:15][O:16]2. The reactants are [Al+3], C1CCOC1, O=C1COc2ccc(F)cc2N1, [H-], [H-], [H-], [H-], [Li+]. Product: Fc1ccc2c(c1)NCCO2. Reactants: C(CCC)C=1N(C=2N(N1)C(=C(N2)C)C)CC2=CC=C(C=C2)C2=C(C=CC=C2)C#N (2-butyl-3-[(2'-cyanobiphenyl-4-yl)methyl]-5,6-dimethyl-3H-imidazo[1,2-b][1,2,4]triazole), C[Sn](C)(C)N=[N+]=[N-] (trimethyltin azide). The product is C(CCC)C=1N(C=2N(N1)C(=C(N2)C)C)CC2=CC=C(C=C2)C2=C(C=CC=C2)C2=NN=NN2 (2-Butyl-5,6-dimethyl-3-[[2'-(5-tetrazolyl)biphenyl-4-yl]methyl]-3H-imidazo[1,2-b][1,2,4]triazole). Yield: 40.0%. Reaction SMILES: [CH2:1]([C:5]1[N:6]([CH2:15][C:16]2[CH:21]=[CH:20][C:19]([C:22]3[CH:27]=[CH:26][CH:25]=[CH:24][C:23]=3[C:28]#[N:29])=[CH:18][CH:17]=2)[C:7]2[N:8]([C:10]([CH3:14])=[C:11]([CH3:13])[N:12]=2)[N:9]=1)[CH2:2][CH2:3][CH3:4].C[Sn]([N:34]=[N+:35]=[N-:36])(C)C>>[CH2:1]([C:5]1[N:6]([CH2:15][C:16]2[CH:17]=[CH:18][C:19]([C:22]3[CH:27]=[CH:26][CH:25]=[CH:24][C:23]=3[C:28]3[NH:36][N:35]=[N:34][N:29]=3)=[CH:20][CH:21]=2)[C:7]2[N:8]([C:10]([CH3:14])=[C:11]([CH3:13])[N:12]=2)[N:9]=1)[CH2:2][CH2:3][CH3:4]. Procedure details: Reaction of 2-butyl-3-[(2'-cyanobiphenyl-4-yl)methyl]-5,6-dimethyl-3H-imidazo[1,2-b][1,2,4]triazole (from Step B) with trimethyltin azide according to the procedure of Example 1, Step G, furnished a 40% yield of the title compound as a light tan solid, mp 138°-141° C.; homogeneous by TLC in 90:10:0.1 CH2Cl2 -MeOH-AcOH. Reactants: C1CCOC1, COC(=O)c1ccc(-c2ccc3c(c2)C=C(C(=O)Nc2ccc(CN(C)C4CCOCC4)cc2)CCC3)cc1, CO, [Na+], [OH-]. Yields the product CN(Cc1ccc(NC(=O)C2=Cc3cc(-c4ccc(C(=O)O)cc4)ccc3CCC2)cc1)C1CCOCC1. RXN SMILES: [CH2:42]1[O:43][CH2:44][CH2:45][CH2:46]1.[CH3:1][O:2][C:3](=[O:4])[c:5]1[cH:6][cH:7][c:8](-[c:11]2[cH:12][cH:13][c:14]3[c:15]([cH:39]2)[CH:16]=[C:17]([C:21](=[O:22])[NH:23][c:24]2[cH:25][cH:26][c:27]([CH2:30][N:31]([CH:32]4[CH2:33][CH2:34][O:35][CH2:36][CH2:37]4)[CH3:38])[cH:28][cH:29]2)[CH2:18][CH2:19][CH2:20]3)[cH:9][cH:10]1.[CH3:40][OH:41].[Na+:48].[OH-:47]>>[O:2]=[C:3]([OH:4])[c:5]1[cH:6][cH:7][c:8](-[c:11]2[cH:12][cH:13][c:14]3[c:15]([cH:39]2)[CH:16]=[C:17]([C:21](=[O:22])[NH:23][c:24]2[cH:25][cH:26][c:27]([CH2:30][N:31]([CH:32]4[CH2:33][CH2:34][O:35][CH2:36][CH2:37]4)[CH3:38])[cH:28][cH:29]2)[CH2:18][CH2:19][CH2:20]3)[cH:9][cH:10]1. Reactants: CS(=O)(=O)Cl (methanesulfonyl chloride), C(#N)C1=CC2=C(OC([C@H]([C@@H]2NC(C)=NC#N)O)(C)C)C=C1 (6-cyano-3,4-dihydro-2,2-dimethyl-trans-4-[(N-cyano-acetimidoyl)amino]-2H-benzo[b]pyran-3-ol), ice water. Run in N1=CC=CC=C1 (pyridine). The product is C(#N)C1=CC2=C(OC([C@H]([C@@H]2NC(C)=NC#N)OS(=O)(=O)C)(C)C)C=C1 (6-cyano-3,4-dihydro-3-methanesulfonyloxy-2,2-dimethyl-trans-4-[(N-cyano-acetimidoyl)amino]-2H-benzo[b]pyran). As a reaction SMILES: [C:1]([C:3]1[CH:21]=[CH:20][C:6]2[O:7][C:8]([CH3:19])([CH3:18])[C@@H:9]([OH:17])[C@H:10]([NH:11][C:12](=[N:14][C:15]#[N:16])[CH3:13])[C:5]=2[CH:4]=1)#[N:2].[CH3:22][S:23](Cl)(=[O:25])=[O:24]>N1C=CC=CC=1>[C:1]([C:3]1[CH:21]=[CH:20][C:6]2[O:7][C:8]([CH3:18])([CH3:19])[C@@H:9]([O:17][S:23]([CH3:22])(=[O:25])=[O:24])[C@H:10]([NH:11][C:12](=[N:14][C:15]#[N:16])[CH3:13])[C:5]=2[CH:4]=1)#[N:2]. Reported procedure: 17.25 g of 6-cyano-3,4-dihydro-2,2-dimethyl-trans-4-[(N-cyano-acetimidoyl)amino]-2H-benzo[b]pyran-3-ol was dissolved in 130 ml of pyridine, and 9.0 of methanesulfonyl chloride was added under stirring and cooling with ice. The mixture was reacted for 4 hours. The reaction mixture was poured into ice water, whereby a solid precipitated. This solid was collected by filtration and recrystallized from ethanol to obtain 28.5 g of 6-cyano-3,4-dihydro-3-methanesulfonyloxy-2,2-dimethyl-trans-4-[(N-cyano... The reactants are O=C1CCC(c2cccc(OCC3CO3)c2)=NN1, NCCc1ccccc1. The product is O=C1CCC(c2cccc(OCC(O)CNCCc3ccccc3)c2)=NN1. Reaction SMILES: [O:1]1[CH:2]([CH2:3][O:4][c:5]2[cH:6][c:7]([C:11]3=[N:16][NH:15][C:14](=[O:17])[CH2:13][CH2:12]3)[cH:8][cH:9][cH:10]2)[CH2:18]1.[c:19]1([CH2:25][CH2:26][NH2:27])[cH:20][cH:21][cH:22][cH:23][cH:24]1>>[OH:1][CH:2]([CH2:3][O:4][c:5]1[cH:6][c:7]([C:11]2=[N:16][NH:15][C:14](=[O:17])[CH2:13][CH2:12]2)[cH:8][cH:9][cH:10]1)[CH2:18][NH:27][CH2:26][CH2:25][c:19]1[cH:20][cH:21][cH:22][cH:23][cH:24]1.